Dataset: the Open Reaction Database (ORD), a public repository of structured organic reaction records. Task: describe an organic reaction: reactants, conditions, products, and yield Reactants: COC(=O)c1ccc(Cc2cn(C)c3ccc(CC(C)C(=O)O)cc23)c(OC)c1, CCCCCN, ClCCl, CCN=C=NCCCN(C)C, CCCCCC, CN(C)c1ccncc1, Cl. The product is CCCCCNC(=O)C(C)Cc1ccc2c(c1)c(Cc1ccc(C(=O)OC)cc1OC)cn2C. Reaction SMILES: [C:1](=[O:2])([OH:3])[CH:4]([CH2:5][c:6]1[cH:7][c:8]2[c:9]([CH2:16][c:17]3[c:18]([O:27][CH3:28])[cH:19][c:20]([C:21](=[O:22])[O:23][CH3:24])[cH:25][cH:26]3)[cH:10][n:11]([CH3:15])[c:12]2[cH:13][cH:14]1)[CH3:29].[CH2:42]([CH2:43][CH2:44][CH2:45][CH3:46])[NH2:47].[CH2:63]([Cl:64])[Cl:65].[CH3:31][N:32]([CH3:33])[CH2:34][CH2:35][CH2:36][N:37]=[C:38]=[N:39][CH2:40][CH3:41].[CH3:48][CH2:49][CH2:50][CH2:51][CH2:52][CH3:53].[CH3:54][N:55]([CH3:56])[c:57]1[cH:58][cH:59][n:60][cH:61][cH:62]1.[ClH:30]>>[C:1](=[O:2])([CH:4]([CH2:5][c:6]1[cH:7][c:8]2[c:9]([CH2:16][c:17]3[c:18]([O:27][CH3:28])[cH:19][c:20]([C:21](=[O:22])[O:23][CH3:24])[cH:25][cH:26]3)[cH:10][n:11]([CH3:15])[c:12]2[cH:13][cH:14]1)[CH3:29])[NH:47][CH2:42][CH2:43][CH2:44][CH2:45][CH3:46].